This data is from the Open Reaction Database (ORD), a public repository of structured organic reaction records. The task is: describe an organic reaction: reactants, conditions, products, and yield Starting materials: FC(C(C(F)(F)F)(O)C1=CC(=CC=C1)[N+](=O)[O-])(F)F (1,1,1,3,3,3-hexafluoro-2-(3-nitrophenyl)propan-2-ol), C(=O)[O-].[NH4+] (ammonium formate). The reagents and catalysts are [Pd] (Pd/C). Run in C(C)O (ethanol). Yields the product NC=1C=C(C=CC1)C(C(F)(F)F)(C(F)(F)F)O (2-(3-aminophenyl)-1,1,1,3,3,3-hexafluoropropan-2-ol). The yield is 75.3%. As a reaction SMILES: [F:1][C:2]([F:19])([F:18])[C:3]([C:9]1[CH:14]=[CH:13][CH:12]=[C:11]([N+:15]([O-])=O)[CH:10]=1)([OH:8])[C:4]([F:7])([F:6])[F:5].C([O-])=O.[NH4+]>C(O)C.[Pd]>[NH2:15][C:11]1[CH:10]=[C:9]([C:3]([OH:8])([C:2]([F:1])([F:18])[F:19])[C:4]([F:5])([F:6])[F:7])[CH:14]=[CH:13][CH:12]=1 |f:1.2|. Procedure: To a solution of 1,1,1,3,3,3-hexafluoro-2-(3-nitrophenyl)propan-2-ol (6.0 g, 21 mmol) in ethanol (60 mL) was added ammonium formate (6.0 g) and Pd/C (10%, 600 mg). The mixture was heated at reflux for 5 min and was cooled to room temperature. The Pd catalyst was removed via filtration through Celite using ethanol. The combined filtrate was evaporated to dryness and the residue was washed with CH2Cl2 to yield 2-(3-aminophenyl)-1,1,1,3,3,3-hexafluoropropan-2-ol (4.1 g, 67% over two steps). 1H NMR ... Conditions: time 5 minute. Solvent: ClCCl (dichloromethane), ClCCl (dichloromethane). Procedure details: To a solution of 3.80 g (23.4 mmol) 2,6-diethyl-benzaldehyde and 12.3 g (47 mmol) triphenylphosphine in 100 ml dry dichloromethane cooled to −20° C. was added drop-wise a solution of 9.32 g (28.1 mmol) tetrabromomethane in 70 ml dichloromethane. The reaction temperature was kept below 5° C. After the addition the reaction mixture was kept at −10° C. for 5 minutes and then for 30 minutes at ambient temperature. The reaction mixture was poured onto water, extracted with ethyl acetate, the combined... RXN SMILES: [CH2:1]([C:3]1[CH:10]=[CH:9][CH:8]=[C:7]([CH2:11][CH3:12])[C:4]=1[CH:5]=O)[CH3:2].C1(P(C2C=CC=CC=2)C2C=CC=CC=2)C=CC=CC=1.[Br:32][C:33](Br)(Br)[Br:34]>ClCCl>[Br:32][C:33]([Br:34])=[CH:5][C:4]1[C:3]([CH2:1][CH3:2])=[CH:10][CH:9]=[CH:8][C:7]=1[CH2:11][CH3:12]. The product is BrC(=CC1=C(C=CC=C1CC)CC)Br (2-(2,2-Dibromo-vinyl)-1,3-diethyl-benzene). The reactants are C(C)C1=C(C=O)C(=CC=C1)CC (2,6-diethyl-benzaldehyde), C1(=CC=CC=C1)P(C1=CC=CC=C1)C1=CC=CC=C1 (triphenylphosphine), BrC(Br)(Br)Br (tetrabromomethane). The reactants are C(=O)(O)C=1C=C(C=CC1)\C(=C/C=C/C1=[N+](C2=CC=C(C=C2C1(C)C)S(=O)(=O)[O-])CCCCS(=O)(=O)[O-])\C=C\C=C\1/C(C=2C(N(C=C(C2)Cl)CCCCS(=O)(=O)[O-])=N1)(C)C.[Na+].[Na+] (Sodium 2-((1E,3Z,5E,7E)-4-(3-carboxyphenyl)-7-(5-chloro-3,3-dimethyl-7-(4-sulfonatobutyl)-3,7-dihydro-2H-pyrrolo[2, 3-b]pyridin-2-ylidene)hepta-1,3,5-trienyl)-3,3-dimethyl-1-(4-sulfonatobutyl)-3H-indolium-5-sulfonate), B(O)(O)C=1C=C(C=CC1)CCCC(=O)O (4-(3-boronophenyl)butanoic acid). Product: C(=O)(O)CCCC=1C=C(C=CC1)\C(=C/C=C/C1=[N+](C2=CC=C(C=C2C1(C)C)S(=O)(=O)[O-])CCCCS(=O)(=O)[O-])\C=C\C=C\1/C(C=2C(N(C=C(C2)Cl)CCCCS(=O)(=O)[O-])=N1)(C)C.[Na+].[Na+] (Sodium 2-((1E,3Z,5E,7E)-4-(3-(3-carboxypropyl)phenyl)-7-(5-chloro-3,3-dimethyl-7-(4-sulfonatobutyl)-3,7-dihydro-2H-pyrrolo[2,3-b]pyridin-2-ylidene)hepta-1,3,5-trienyl)-3,3-dimethyl-1-(4-sulfonatobutyl)-3H-indolium-5-sulfonate). RXN SMILES: C(C1C=C(/[C:10](/[CH:37]=[CH:38]/[CH:39]=[C:40]2\[C:41]([CH3:59])([CH3:58])[C:42]3[C:43](=[N:57]\2)[N:44]([CH2:49][CH2:50][CH2:51][CH2:52][S:53]([O-:56])(=[O:55])=[O:54])[CH:45]=[C:46]([Cl:48])[CH:47]=3)=[CH:11]\[CH:12]=[CH:13]\[C:14]2[C:22]([CH3:24])([CH3:23])[C:21]3[C:16](=[CH:17][CH:18]=[C:19]([S:25]([O-:28])(=[O:27])=[O:26])[CH:20]=3)[N+:15]=2[CH2:29][CH2:30][CH2:31][CH2:32][S:33]([O-:36])(=[O:35])=[O:34])C=CC=1)(O)=O.[Na+:60].[Na+].B([C:65]1[CH:66]=[C:67]([CH2:71][CH2:72][CH2:73][C:74]([OH:76])=[O:75])[CH:68]=[CH:69][CH:70]=1)(O)O>>[C:74]([CH2:73][CH2:72][CH2:71][C:67]1[CH:66]=[C:65](/[C:10](/[CH:37]=[CH:38]/[CH:39]=[C:40]2\[C:41]([CH3:59])([CH3:58])[C:42]3[C:43](=[N:57]\2)[N:44]([CH2:49][CH2:50][CH2:51][CH2:52][S:53]([O-:56])(=[O:55])=[O:54])[CH:45]=[C:46]([Cl:48])[CH:47]=3)=[CH:11]\[CH:12]=[CH:13]\[C:14]2[C:22]([CH3:24])([CH3:23])[C:21]3[C:16](=[CH:17][CH:18]=[C:19]([S:25]([O-:28])(=[O:26])=[O:27])[CH:20]=3)[N+:15]=2[CH2:29][CH2:30][CH2:31][CH2:32][S:33]([O-:36])(=[O:34])=[O:35])[CH:70]=[CH:69][CH:68]=1)([OH:76])=[O:75].[Na+:60].[Na+:60] |f:0.1.2,4.5.6|. Reported procedure: Compound 44 is prepared analogously to compound 43, except with 4-(3-boronophenyl)butanoic acid as a starting material. The reactants are CCOC(=O)CN(C(=O)OCC)c1cc(Cl)c(Oc2ccc(O)c(C(=O)c3ccc(Cl)cc3)c2)c(Cl)c1, CO, [Na+], [OH-], O. Product: CCOC(=O)N(CC(=O)O)c1cc(Cl)c(Oc2ccc(O)c(C(=O)c3ccc(Cl)cc3)c2)c(Cl)c1. RXN SMILES: [CH2:1]([CH3:2])[O:3][C:4]([CH2:5][N:6]([C:7](=[O:8])[O:9][CH2:10][CH3:11])[c:12]1[cH:13][c:14]([Cl:36])[c:15]([O:19][c:20]2[cH:21][c:22]([C:27]([c:28]3[cH:29][cH:30][c:31]([Cl:34])[cH:32][cH:33]3)=[O:35])[c:23]([OH:26])[cH:24][cH:25]2)[c:16]([Cl:18])[cH:17]1)=[O:37].[CH3:40][OH:41].[Na+:39].[OH-:38].[OH2:42]>>[O:3]=[C:4]([CH2:5][N:6]([C:7](=[O:8])[O:9][CH2:10][CH3:11])[c:12]1[cH:13][c:14]([Cl:36])[c:15]([O:19][c:20]2[cH:21][c:22]([C:27]([c:28]3[cH:29][cH:30][c:31]([Cl:34])[cH:32][cH:33]3)=[O:35])[c:23]([OH:26])[cH:24][cH:25]2)[c:16]([Cl:18])[cH:17]1)[OH:37]. Starting materials: C1NC[C@@H]2CCCC[C@H]12 (cis-hexahydroisoindoline), C(C1=CC=CC=C1)OC(=O)[C@H](CC(=O)O)CC1=CC=CC=C1 ((S)-3-benzyloxycarbonyl-4-phenylbutyric acid), CN1CCOCC1 (N-methylmorpholine), ClC(=O)OCC(C)C (isobutyl chloroformate). The solvent is O1CCCC1 (tetrahydrofuran), O1CCCC1 (tetrahydrofuran). Conditions: temperature -20 celsius, time 20 minute. Product: C(C1=CC=CC=C1)[C@H](C(=O)OCC1=CC=CC=C1)CC(=O)N1C[C@H]2CCCC[C@H]2C1 (benzyl (S)-2-benzyl-3-(cis-hexahydro-2-isoindolinylcarbonyl)propionate). Yield: 84.6%. RXN SMILES: [CH2:1]([O:8][C:9]([C@@H:11]([CH2:16][C:17]1[CH:22]=[CH:21][CH:20]=[CH:19][CH:18]=1)[CH2:12][C:13]([OH:15])=O)=[O:10])[C:2]1[CH:7]=[CH:6][CH:5]=[CH:4][CH:3]=1.CN1CCOCC1.ClC(OCC(C)C)=O.[CH2:38]1[C@@H:46]2[C@@H:41]([CH2:42][CH2:43][CH2:44][CH2:45]2)[CH2:40][NH:39]1>O1CCCC1>[CH2:16]([C@@H:11]([CH2:12][C:13]([N:39]1[CH2:40][C@H:41]2[C@H:46]([CH2:45][CH2:44][CH2:43][CH2:42]2)[CH2:38]1)=[O:15])[C:9]([O:8][CH2:1][C:2]1[CH:3]=[CH:4][CH:5]=[CH:6][CH:7]=1)=[O:10])[C:17]1[CH:22]=[CH:21][CH:20]=[CH:19][CH:18]=1. Procedure details: To a solution of (S)-3-benzyloxycarbonyl-4-phenylbutyric acid (671 mg) in anhydrous tetrahydrofuran (15 ml) were added N-methylmorpholine (0.5 ml) and isobutyl chloroformate (0.38 ml) with stirring at -20° C. for 20 minutes. To the mixture was added a solution of cis-hexahydroisoindoline (313 mg) in anhydrous tetrahydrofuran (5 ml) with stirring at -10 - -20° C. After 1 hour, the deposit was filtered off and the solvent was evaporated under reduced pressure. The residue was dissolved in ethyl ac... The reactants are CC(C)(C)OC(=O)N1CCC(n2ncc3c(Cl)ncnc32)CC1, CN(C)C=O, N#Cc1ccc(O)c(F)c1. Yields the product CC(C)(C)OC(=O)N1CCC(n2ncc3c(Oc4ccc(C#N)cc4F)ncnc32)CC1. RXN SMILES: [C:1]([CH3:2])([CH3:3])([CH3:4])[O:5][C:6](=[O:7])[N:8]1[CH2:9][CH2:10][CH:11]([n:14]2[n:15][cH:16][c:17]3[c:18]2[n:19][cH:20][n:21][c:22]3[Cl:23])[CH2:12][CH2:13]1.[CH3:34][N:35]([CH3:36])[CH:37]=[O:38].[F:24][c:25]1[cH:26][c:27]([C:28]#[N:29])[cH:30][cH:31][c:32]1[OH:33]>>[C:1]([CH3:2])([CH3:3])([CH3:4])[O:5][C:6](=[O:7])[N:8]1[CH2:9][CH2:10][CH:11]([n:14]2[n:15][cH:16][c:17]3[c:18]2[n:19][cH:20][n:21][c:22]3[O:33][c:32]2[c:25]([F:24])[cH:26][c:27]([C:28]#[N:29])[cH:30][cH:31]2)[CH2:12][CH2:13]1. The reactants are COC(=O)C(Cc1c[nH]c2ccccc12)NC(=O)CN1C(=O)CC(Cc2ccc(C=NN)cc2)C1=O, Cl. Yields the product NN=Cc1ccc(CC2CC(=O)N(CC(=O)NC(Cc3c[nH]c4ccccc34)C(=O)O)C2=O)cc1. As a reaction SMILES: [CH3:1][O:2][C:3]([CH:4]([NH:5][C:6]([CH2:7][N:8]1[C:9](=[O:24])[CH:10]([CH2:14][c:15]2[cH:16][cH:17][c:18]([CH:21]=[N:22][NH2:23])[cH:19][cH:20]2)[CH2:11][C:12]1=[O:13])=[O:25])[CH2:26][c:27]1[cH:28][nH:29][c:30]2[cH:31][cH:32][cH:33][cH:34][c:35]12)=[O:36].[ClH:37]>>[O:2]=[C:3]([CH:4]([NH:5][C:6]([CH2:7][N:8]1[C:9](=[O:24])[CH:10]([CH2:14][c:15]2[cH:16][cH:17][c:18]([CH:21]=[N:22][NH2:23])[cH:19][cH:20]2)[CH2:11][C:12]1=[O:13])=[O:25])[CH2:26][c:27]1[cH:28][nH:29][c:30]2[cH:31][cH:32][cH:33][cH:34][c:35]12)[OH:36]. The reactants are O=C(CCCCl)C=1C=C2CCC(NC2=CC1)=O (6-(1-oxo-4-chlorobutyl)-3,4-dihydrocarbostyril), [I-].[Na+] (sodium iodide), Cl (hydrochloric acid), C(O)([O-])=O.[Na+] (sodium hydrogencarbonate), C1OC=2C=C(C=CC2O1)N1CCNCC1 (4-(3,4-methylenedioxyphenyl)piperazine), C1CCC2=NCCCN2CC1 (DBU). Solvent: CS(=O)C (dimethyl sulfoxide), CO (methanol). Conditions: temperature 50 celsius, time 2 hour. Product: Cl.O=C(CCCN1CCN(CC1)C1=CC2=C(C=C1)OCO2)C=2C=C1CCC(NC1=CC2)=O (6-{1-oxo-4-[4-(3,4-methylenedioxy-phenyl)-1-piperazinyl]butyl}-3,4-dihydrocarbostyril monohydrochloride). RXN SMILES: [O:1]=[C:2]([C:7]1[CH:8]=[C:9]2[C:14](=[CH:15][CH:16]=1)[NH:13][C:12](=[O:17])[CH2:11][CH2:10]2)[CH2:3][CH2:4][CH2:5][Cl:6].[I-].[Na+].[CH2:20]1[O:28][C:27]2[CH:26]=[CH:25][C:24]([N:29]3[CH2:34][CH2:33][NH:32][CH2:31][CH2:30]3)=[CH:23][C:22]=2[O:21]1.C1CCN2C(=NCCC2)CC1.C(=O)([O-])O.[Na+].Cl>CS(C)=O.CO>[ClH:6].[O:1]=[C:2]([C:7]1[CH:8]=[C:9]2[C:14](=[CH:15][CH:16]=1)[NH:13][C:12](=[O:17])[CH2:11][CH2:10]2)[CH2:3][CH2:4][CH2:5][N:32]1[CH2:33][CH2:34][N:29]([C:24]2[CH:25]=[CH:26][C:27]3[O:28][CH2:20][O:21][C:22]=3[CH:23]=2)[CH2:30][CH2:31]1 |f:1.2,5.6,10.11|. Procedure: 2.7 Grams of 6-(1-oxo-4-chlorobutyl)-3,4-dihydrocarbostyril and 1.5 g of sodium iodide were mixed in 30 ml of dimethyl sulfoxide and the mixture was stirred at 50° C. for 2 hours. Then to the reaction mixture were added 2.0 g of 4-(3,4-methylenedioxyphenyl)piperazine and 3 g of DBU and the reaction mixture was stirred at 70°-80° C. for 5 hours. After the reaction was completed, the reaction mixture was poured into 10 ml of 2%-sodium hydrogencarbonate and the organic layer was extracted with chlo... Reactants: CC(O)C(=O)O, CCOCC, NC(=NO)c1cccc(Cl)c1, ClCCl, CN(C)C=O. Yields the product CC(O)C(=O)ON=C(N)c1cccc(Cl)c1. As a reaction SMILES: [CH3:12][CH:13]([OH:14])[C:15]([OH:16])=[O:17].[CH3:18][CH2:19][O:20][CH2:21][CH3:22].[Cl:1][c:2]1[cH:3][c:4]([C:8]([NH2:9])=[N:10][OH:11])[cH:5][cH:6][cH:7]1.[Cl:23][CH2:24][Cl:25].[O:26]=[CH:27][N:28]([CH3:29])[CH3:30]>>[Cl:1][c:2]1[cH:3][c:4]([C:8]([NH2:9])=[N:10][O:11][C:15]([CH:13]([CH3:12])[OH:14])=[O:16])[cH:5][cH:6][cH:7]1. Reactants: FC1=C(C=CC(=C1)OC(F)(F)F)[C@@H]1N(CC[C@H](C1)C1=CC(NO1)=O)C(=O)OC (Trans-methyl 2-(2-fluoro-4-(trifluoromethoxy)phenyl)-4-(3-oxo-2,3-dihydroisoxazol-5-yl)piperidine-1-carboxylate), Br (hydrogen bromide). Reaction conditions: time 16 hour. Product: FC1=C(C=CC(=C1)OC(F)(F)F)[C@@H]1NCC[C@H](C1)C1=CC(NO1)=O (5-(trans-2-(2-fluoro-4-(trifluoromethoxy)phenyl)-piperidin-4-yl)isoxazol-3(2H)-one). The yield is 59.4%. As a reaction SMILES: [F:1][C:2]1[CH:7]=[C:6]([O:8][C:9]([F:12])([F:11])[F:10])[CH:5]=[CH:4][C:3]=1[C@H:13]1[CH2:18][C@H:17]([C:19]2[O:23][NH:22][C:21](=[O:24])[CH:20]=2)[CH2:16][CH2:15][N:14]1C(OC)=O.Br>>[F:1][C:2]1[CH:7]=[C:6]([O:8][C:9]([F:10])([F:11])[F:12])[CH:5]=[CH:4][C:3]=1[C@H:13]1[CH2:18][C@H:17]([C:19]2[O:23][NH:22][C:21](=[O:24])[CH:20]=2)[CH2:16][CH2:15][NH:14]1. Procedure: Trans-methyl 2-(2-fluoro-4-(trifluoromethoxy)phenyl)-4-(3-oxo-2,3-dihydroisoxazol-5-yl)piperidine-1-carboxylate (365 mg, 0.90 mmol) was dissolved in hydrogen bromide (33% in acetic acid, 7.115 mL, 40.62 mmol) and stirred at room temperature for 16 h. The solvent was removed in vacuo and the residue purified by preparative HPLC (Instrument: FractionLynx II, Mobilphase: gradient 5-95% MeCN in 0.2% NH3, pH 10, Column: Xbridge Prep C18 5 μm OBD 19*150 mm) to yield 5-(trans-2-(2-fluoro-4-(trifluorome...